This data is from the Open Reaction Database (ORD), a public repository of structured organic reaction records. The task is: describe an organic reaction: reactants, conditions, products, and yield Starting materials: C(#C)C1=CC=C(C=C1)C1=CC=C(C=C1)CCC (4-Ethynyl-4'-propylbiphenyl), C(C)NCC (diethylamine), dichloride, C(#CC)C1=CC=C(C=C1)I (4-(1-propynyl)iodobenzene). Reagents/catalysts: [Cu](I)I (copper iodide). Yields the product C(CC)C1=CC=C(C=C1)C1=CC=C(C=C1)C#CC1=CC=C(C=C1)C#CC (4-(4-propylphenyl)-4'-(1-propynyl)tolan). As a reaction SMILES: [C:1]([C:3]1[CH:8]=[CH:7][C:6]([C:9]2[CH:14]=[CH:13][C:12]([CH2:15][CH2:16][CH3:17])=[CH:11][CH:10]=2)=[CH:5][CH:4]=1)#[CH:2].[C:18]([C:21]1[CH:26]=[CH:25][C:24](I)=[CH:23][CH:22]=1)#[C:19]C.[CH2:28](NCC)C>[Cu](I)I>[CH2:1]([C:3]1[CH:8]=[CH:7][C:6]([C:9]2[CH:14]=[CH:13][C:12]([C:15]#[C:16][C:17]3[CH:23]=[CH:22][C:21]([C:26]#[C:25][CH3:24])=[CH:18][CH:19]=3)=[CH:11][CH:10]=2)=[CH:5][CH:4]=1)[CH2:2][CH3:28]. Procedure details: 4-Ethynyl-4'-propylbiphenyl (prepared according to the method disclosed in Japanese patent application laid-open No. Sho 58-110527/1983) (2.2 g, 0.01 mol) and 4-(1-propynyl)iodobenzene (2.4 g, 0.01 mol) were dissolved in diethylamine (20 ml), and then copper iodide (0.11 g, 0.15 mmol) and dichlorobistriphenylphosphinepalladium dichloride (0.21 g, 0.3 mmol) were added. The resulting mixture was subjected to reaction and purification operation in the same manner as in Example 1, to obtain the obje... Reactants: CCN(C(C)C)C(C)C, NNc1ccc(Cl)nn1, CN(C)C=O, CC(C(=O)O)c1ccc2ncccc2c1. The product is CC(C(=O)NNc1ccc(Cl)nn1)c1ccc2ncccc2c1. RXN SMILES: [CH:16]([N:17]([CH2:18][CH3:19])[CH:20]([CH3:21])[CH3:22])([CH3:23])[CH3:24].[Cl:25][c:26]1[cH:27][cH:28][c:29]([NH:32][NH2:33])[n:30][n:31]1.[O:34]=[CH:35][N:36]([CH3:37])[CH3:38].[n:1]1[cH:2][cH:3][cH:4][c:5]2[cH:6][c:7]([CH:11]([C:12](=[O:13])[OH:14])[CH3:15])[cH:8][cH:9][c:10]12>>[n:1]1[cH:2][cH:3][cH:4][c:5]2[cH:6][c:7]([CH:11]([C:12](=[O:14])[NH:33][NH:32][c:29]3[cH:28][cH:27][c:26]([Cl:25])[n:31][n:30]3)[CH3:15])[cH:8][cH:9][c:10]12. The reactants are ClC1=NC(=CC=2N=CN(C(C21)=O)C)Cl (5,7-dichloro-3-methylpyrido[4,3-d]pyrimidin-4(3H)-one), C1(=CC=C(C=C1)S(=O)(=O)O)C.N[C@H]1COCC1 ((R)-3-aminotetrahydrofuran toluene-4-sulfonate), CCN(C(C)C)C(C)C (Hunig's base). Solvent: O1CCOCC1 (dioxane). Run at temperature 90 celsius, time 8 hour. Product: ClC1=CC=2N=CN(C(C2C(=N1)N[C@H]1COCC1)=O)C ((R)-7-chloro-3-methyl-5-(tetrahydrofuran-3-ylamino)pyrido[4,3-d]pyrimidin-4(3H)-one). Reaction SMILES: Cl[C:2]1[C:11]2[C:10](=[O:12])[N:9]([CH3:13])[CH:8]=[N:7][C:6]=2[CH:5]=[C:4]([Cl:14])[N:3]=1.C1(C)C=CC(S(O)(=O)=O)=CC=1.[NH2:26][C@@H:27]1[CH2:31][CH2:30][O:29][CH2:28]1.CCN(C(C)C)C(C)C>O1CCOCC1>[Cl:14][C:4]1[N:3]=[C:2]([NH:26][C@@H:27]2[CH2:31][CH2:30][O:29][CH2:28]2)[C:11]2[C:10](=[O:12])[N:9]([CH3:13])[CH:8]=[N:7][C:6]=2[CH:5]=1 |f:1.2|. Procedure details: A mixture of 5,7-dichloro-3-methylpyrido[4,3-d]pyrimidin-4(3H)-one (75 mg, 0.33 mmol), (R)-3-aminotetrahydrofuran toluene-4-sulfonate (101 mg, 0.39 mmol), Hunig's base (0.23 mL, 1.32 mmol) and dioxane (4 mL) was stirred at 90° C. overnight. The reaction mixture was cooled to room temperature and worked-up. The residue was purified using slilica gel flash column chromatography (eluent: 0-10% methanol in dichloromethane) to afford (R)-7-chloro-3-methyl-5-(tetrahydrofuran-3-ylamino)pyrido[4,3-d]pyr...